From a dataset of the Open Reaction Database (ORD), a public repository of structured organic reaction records. describe an organic reaction: reactants, conditions, products, and yield Starting materials: C(CC(=O)OCC)(=O)OCC (Diethyl malonate), C(C1=CC=CC=C1)N1C(OC(C2=C1N=CC=C2)=O)=O (1-benzyl-1H-pyrido[2,3-d][1,3]oxazine-2,4-dione). Product: C(C)OC(=O)C=1C(N(C2=NC=CC=C2C1O)CC1=CC=CC=C1)=O (1-benzyl-4-hydroxy-2-oxo-1,2-dihydro-[1,8]-naphthyridine-3-carboxylic acid ethyl ester). Reaction SMILES: [C:1]([O:9]CC)(=O)[CH2:2][C:3]([O:5][CH2:6][CH3:7])=[O:4].[CH2:12]([N:19]1[C:24]2[N:25]=[CH:26][CH:27]=[CH:28][C:23]=2[C:22](=O)[O:21]C1=O)[C:13]1[CH:18]=[CH:17][CH:16]=[CH:15][CH:14]=1>>[CH2:6]([O:5][C:3]([C:2]1[C:1](=[O:9])[N:19]([CH2:12][C:13]2[CH:18]=[CH:17][CH:16]=[CH:15][CH:14]=2)[C:24]2[C:23]([C:22]=1[OH:21])=[CH:28][CH:27]=[CH:26][N:25]=2)=[O:4])[CH3:7]. Procedure: Diethyl malonate can then be reacted with the 1-benzyl-1H-pyrido[2,3-d][1,3]oxazine-2,4-dione (2) to yield the intermediate 1-benzyl-4-hydroxy-2-oxo-1,2-dihydro-[1,8]-naphthyridine-3-carboxylic acid ethyl ester (3) as shown in Scheme 3: Reactants: CC(C)C(CO)COCc1ccccc1, ClCCl, O=C1CCC(=O)N1Br, c1ccc(P(c2ccccc2)c2ccccc2)cc1. Product: CC(C)C(CBr)COCc1ccccc1. Reaction SMILES: [CH2:1]([c:2]1[cH:3][cH:4][cH:5][cH:6][cH:7]1)[O:8][CH2:9][CH:10]([CH2:11][OH:12])[CH:13]([CH3:14])[CH3:15].[Cl:43][CH2:44][Cl:45].[O:35]=[C:36]1[N:37]([Br:42])[C:38](=[O:39])[CH2:40][CH2:41]1.[c:16]1([P:17]([c:18]2[cH:19][cH:20][cH:21][cH:22][cH:23]2)[c:24]2[cH:25][cH:26][cH:27][cH:28][cH:29]2)[cH:30][cH:31][cH:32][cH:33][cH:34]1>>[CH2:1]([c:2]1[cH:3][cH:4][cH:5][cH:6][cH:7]1)[O:8][CH2:9][CH:10]([CH2:11][Br:42])[CH:13]([CH3:14])[CH3:15]. The reactants are Cc1nc(C(F)(F)F)c(C(=O)O)s1, O=S(Cl)Cl. Product: Cc1nc(C(F)(F)F)c(C(=O)Cl)s1. RXN SMILES: [CH3:1][c:2]1[s:3][c:4]([C:11](=[O:12])[OH:13])[c:5]([C:7]([F:8])([F:9])[F:10])[n:6]1.[S:14]([Cl:15])([Cl:16])=[O:17]>>[CH3:1][c:2]1[s:3][c:4]([C:11](=[O:13])[Cl:16])[c:5]([C:7]([F:8])([F:9])[F:10])[n:6]1. Reactants: C(CCCCCCC)(=O)O (n-octanoic acid), C(CN)N (ethylenediamine). Yields the product C(CCCCCC)C=1NCCN1 (2-n-heptylimidazoline). Yield: 95.0%. As a reaction SMILES: [C:1](O)(=O)[CH2:2][CH2:3][CH2:4][CH2:5][CH2:6][CH2:7][CH3:8].[CH2:11]([NH2:14])[CH2:12][NH2:13]>>[CH2:2]([C:1]1[NH:13][CH2:12][CH2:11][N:14]=1)[CH2:3][CH2:4][CH2:5][CH2:6][CH2:7][CH3:8]. Procedure: The procedure described in Example 5 is followed except that 288 parts of n-octanoic acid and 132 parts of ethylenediamine are employed. 319 parts of 2-n-heptylimidazoline (95% of theory, based on octanoic acid employed) of boiling point 133° C./5.32 mbar are obtained. Starting materials: C1(CC1)CN1C(CCCC1)C(=O)N (cyclopropylmethyl-2-piperidinecarboxamide), [H-].[Al+3].[Li+].[H-].[H-].[H-] (lithium aluminium hydride). The product is C1(CC1)CN1[C@H](CCCC1)CN ([(2R)-1-(Cyclopropylmethyl)piperidinyl]methylamine), N (ammonia), product. The yield is 71.0%. Reaction SMILES: [CH:1]1([CH2:4][N:5]2[CH2:10][CH2:9][CH2:8][CH2:7][CH:6]2[C:11]([NH2:13])=O)[CH2:3][CH2:2]1.[H-].[Al+3].[Li+].[H-].[H-].[H-]>>[CH:1]1([CH2:4][N:5]2[CH2:10][CH2:9][CH2:8][CH2:7][C@@H:6]2[CH2:11][NH2:13])[CH2:2][CH2:3]1.[NH3:5] |f:1.2.3.4.5.6|. Reported procedure: The title compound was prepared by a similar method to preparation 60 from (2R-1-(cyclopropylmethyl-2-piperidinecarboxamide [see preparation 69] and lithium aluminium hydride. The crude product was purified by column chromatography on silica gel using dichloromethane:methanol:0.88 ammonia (90:10:0.1) as the eluant, to afford the product as a yellow oil, (71%). Starting materials: O1C(=NC2=C1C=CC=C2)C(C(CC2=CC=CC=C2)NC(=O)OCC2=CC=CC=C2)O (1-(2-benzoxazolyl)-2-benzyloxycarbonylamino-1-hydroxy-3-phenylpropane). Reagents/catalysts: [C].[Pd] (palladium carbon). Solvent: CO (methanol). Run at time 18 hour. Product: NC(C(O)C=1OC2=C(N1)C=CC=C2)CC2=CC=CC=C2 (2-amino-1-(2-benzoxazolyl)-1-hydroxy-3-phenylpropane). Yield: 100.4%. Reaction SMILES: [O:1]1[C:5]2[CH:6]=[CH:7][CH:8]=[CH:9][C:4]=2[N:3]=[C:2]1[CH:10]([OH:30])[CH:11]([NH:19]C(OCC1C=CC=CC=1)=O)[CH2:12][C:13]1[CH:18]=[CH:17][CH:16]=[CH:15][CH:14]=1>CO.[C].[Pd]>[NH2:19][CH:11]([CH2:12][C:13]1[CH:18]=[CH:17][CH:16]=[CH:15][CH:14]=1)[CH:10]([C:2]1[O:1][C:5]2[CH:6]=[CH:7][CH:8]=[CH:9][C:4]=2[N:3]=1)[OH:30] |f:2.3|. Procedure: To a solution of the objective compound (3.63 g, 9.02 mmol) of Step (4) in methanol (50 mL) was added under nitrogen atmosphere 10% palladium carbon (480 mg) and the mixture was stirred at room temperature for 18 hours under hydrogen atmosphere. The catalyst was filtered off and washed with methanol. The filtrate was concentrated under reduced pressure to give the title compound as a brown solid (2.43 g, 100%). Reactants: BrC1=CC=C(C=C1)C(C=O)=CC=1OC(=CC1)[N+](=O)[O-] (2-(4-bromophenyl)-3-(5-nitro-2-furyl) acrolein), NNC(=S)N (thiosemicarbazide), C(C)(=O)O (acetic acid), C(C)(=O)[O-].[Na+] (sodium acetate). The solvent is CO (methanol). Yields the product BrC1=CC=C(C=C1)C(C=NNC(=S)N)=CC=1OC(=CC1)[N+](=O)[O-] (2-(4-bromophenyl)-3-(5-nitro-2-furyl)acrolein-thiosemicarbazone). RXN SMILES: [Br:1][C:2]1[CH:7]=[CH:6][C:5]([C:8](=[CH:11][C:12]2[O:13][C:14]([N+:17]([O-:19])=[O:18])=[CH:15][CH:16]=2)[CH:9]=O)=[CH:4][CH:3]=1.[NH2:20][NH:21][C:22]([NH2:24])=[S:23].C(O)(=O)C.C([O-])(=O)C.[Na+]>CO>[Br:1][C:2]1[CH:7]=[CH:6][C:5]([C:8](=[CH:11][C:12]2[O:13][C:14]([N+:17]([O-:19])=[O:18])=[CH:15][CH:16]=2)[CH:9]=[N:20][NH:21][C:22]([NH2:24])=[S:23])=[CH:4][CH:3]=1 |f:3.4|. Procedure details: 1.0 g of 2-(4-bromophenyl)-3-(5-nitro-2-furyl) acrolein and 0.31 g of thiosemicarbazide are heated at reflux for 30 minutes in 25 cc of methanol with 0.3 g of glacial acetic acid and 1.0 g of sodium acetate. Upon cooling, the title compound is obtained as yellow brown crystals having a M.P. of 230°-237°. Starting materials: Br, CCOC(=O)N1CCN(c2ccc(-n3cnn(C(CC)C(=O)c4ccc(Cl)cc4)c3=O)cc2)CC1, O. The product is CCC(C(=O)c1ccc(Cl)cc1)n1ncn(-c2ccc(N3CCNCC3)cc2)c1=O. RXN SMILES: [BrH:36].[Cl:1][c:2]1[cH:3][cH:4][c:5]([C:6](=[O:7])[CH:8]([CH2:9][CH3:10])[n:11]2[n:12][cH:13][n:14](-[c:17]3[cH:18][cH:19][c:20]([N:23]4[CH2:24][CH2:25][N:26]([C:29]([O:30][CH2:31][CH3:32])=[O:33])[CH2:27][CH2:28]4)[cH:21][cH:22]3)[c:15]2=[O:16])[cH:34][cH:35]1.[OH2:37]>>[Cl:1][c:2]1[cH:3][cH:4][c:5]([C:6](=[O:7])[CH:8]([CH2:9][CH3:10])[n:11]2[n:12][cH:13][n:14](-[c:17]3[cH:18][cH:19][c:20]([N:23]4[CH2:24][CH2:25][NH:26][CH2:27][CH2:28]4)[cH:21][cH:22]3)[c:15]2=[O:16])[cH:34][cH:35]1. Yields the product C(#N)[C@H]1CN(CC1)CC1=CC=CC=C1 ((3R)-3-Cyano-1-benzylpyrrolidine). Procedure details: (3S)-1-Benzyl-3-mesyloxypyrrolidine (2.56 g) was dissolved in acetonitrile (3.6 mL). Tetrabutylammonium cyanide (4.95 g) was added to the solution, and the mixture was stirred at 65° C. for 6.5 hours. Saturated sodium hydrogencarbonate (13 mL) and toluene were added dropwise to the reaction mixture, whereby the organic layer was extracted. The organic layer was washed with water and then dried over sodium sulfate. The drying agent was removed through filtration, and the filtrate was concentrated... The reactants are C(O)([O-])=O.[Na+] (sodium hydrogencarbonate), C1(=CC=CC=C1)C (toluene), C(C1=CC=CC=C1)N1C[C@H](CC1)OS(=O)(=O)C ((3S)-1-Benzyl-3-mesyloxypyrrolidine), C(C)#N (acetonitrile). As a reaction SMILES: [CH2:1]([N:8]1[CH2:12][CH2:11][C@H:10](OS(C)(=O)=O)[CH2:9]1)[C:2]1[CH:7]=[CH:6][CH:5]=[CH:4][CH:3]=1.C(=O)([O-])O.[Na+].C1(C)C=CC=CC=1.[C:30](#[N:32])C>[C-]#N.C([N+](CCCC)(CCCC)CCCC)CCC>[C:30]([C@@H:10]1[CH2:11][CH2:12][N:8]([CH2:1][C:2]2[CH:7]=[CH:6][CH:5]=[CH:4][CH:3]=2)[CH2:9]1)#[N:32] |f:1.2,5.6|. Reagents/catalysts: [C-]#N.C(CCC)[N+](CCCC)(CCCC)CCCC (Tetrabutylammonium cyanide). Reaction conditions: temperature 65 celsius, time 6.5 hour. Yield: 76.2%. Reactants: O=C=NC(=O)c1c(Cl)cccc1Cl, Nc1ccc(Cl)cn1. The product is O=C(NC(=O)c1c(Cl)cccc1Cl)Nc1ccc(Cl)cn1. As a reaction SMILES: [Cl:9][c:10]1[c:11]([C:12](=[O:13])[N:14]=[C:15]=[O:16])[c:17]([Cl:21])[cH:18][cH:19][cH:20]1.[NH2:1][c:2]1[n:3][cH:4][c:5]([Cl:8])[cH:6][cH:7]1>>[NH:1]([c:2]1[n:3][cH:4][c:5]([Cl:8])[cH:6][cH:7]1)[C:15]([NH:14][C:12]([c:11]1[c:10]([Cl:9])[cH:20][cH:19][cH:18][c:17]1[Cl:21])=[O:13])=[O:16].